This data is from the Open Reaction Database (ORD), a public repository of structured organic reaction records. The task is: describe an organic reaction: reactants, conditions, products, and yield Starting materials: C(C)(C)(C)N1N=C(C=C1C(C)C)C(=C)C1=CC=C(C=C1)C=1OCC(N1)(C)C (α-(1-tert-butyl-5-isopropylpyrazol-3-yl)-4-(4,4-dimethyl-1,3-oxazolin-2-yl)styrene), aqueous solution, aqueous solution, Cl (hydrochloric acid), ClCCl.C(C)(=O)OCC (dichloromethane ethyl acetate), aqueous solution, [OH-].[Na+] (sodium hydroxide). Solvent: C(C)O (ethanol). Conditions: temperature 100 celsius. Yields the product C(C)(C)(C)N1N=C(C=C1C(C)C)C(C1=CC=C(C=C1)C=1OCC(N1)(C)C)O (α-(1-tert-Butyl-5-isopropylpyrazol-3-yl)-4-(4,4-dimethyl-1,3-oxazolin-2-yl)benzyl alcohol). RXN SMILES: [C:1]([N:5]1[C:9]([CH:10]([CH3:12])[CH3:11])=[CH:8][C:7]([C:13]([C:15]2[CH:20]=[CH:19][C:18]([C:21]3[O:22][CH2:23][C:24]([CH3:27])([CH3:26])[N:25]=3)=[CH:17][CH:16]=2)=C)=[N:6]1)([CH3:4])([CH3:3])[CH3:2].[OH-].[Na+].Cl.ClCCl.C(OCC)(=[O:36])C>C(O)C>[C:1]([N:5]1[C:9]([CH:10]([CH3:12])[CH3:11])=[CH:8][C:7]([CH:13]([OH:36])[C:15]2[CH:20]=[CH:19][C:18]([C:21]3[O:22][CH2:23][C:24]([CH3:27])([CH3:26])[N:25]=3)=[CH:17][CH:16]=2)=[N:6]1)([CH3:4])([CH3:3])[CH3:2] |f:1.2,4.5|. Procedure details: To 5 ml of 130 mg of α-(1-tert-butyl-5-isopropylpyrazol-3-yl)-4-(4,4-dimethyl-1,3-oxazolin-2-yl)styrene in ethanol was added 0.4 ml of a 3N aqueous solution of an acid at room temperature. The resulting mixture was heated under reflux for 30 minutes. To the reaction mixture was added a 5N aqueous solution of sodium hydroxide to adjust its pH to 11, followed by extraction with dichloromethane. The organic layer was washed with saturated saline, dried over anhydrous magnesium sulfate and concentra...